This data is from the Open Reaction Database (ORD), a public repository of structured organic reaction records. The task is: describe an organic reaction: reactants, conditions, products, and yield The reactants are C(C1=CC=CC=C1)N1C(COCC1=O)C(=O)O (4-benzyl-5-oxomorpholine-3-carboxylic acid), COC=1C=C(C=CC1)[C@@H](C)N ((R)-1-(3-methoxyphenyl) ethanamine). As a reaction SMILES: [CH2:1]([N:8]1[C:13](=[O:14])[CH2:12][O:11][CH2:10][CH:9]1[C:15]([OH:17])=O)[C:2]1[CH:7]=[CH:6][CH:5]=[CH:4][CH:3]=1.[CH3:18][O:19][C:20]1[CH:21]=[C:22]([C@H:26]([NH2:28])[CH3:27])[CH:23]=[CH:24][CH:25]=1>>[CH2:1]([N:8]1[C:13](=[O:14])[CH2:12][O:11][CH2:10][CH:9]1[C:15]([NH:28][C@@H:26]([C:22]1[CH:23]=[CH:24][CH:25]=[C:20]([O:19][CH3:18])[CH:21]=1)[CH3:27])=[O:17])[C:2]1[CH:3]=[CH:4][CH:5]=[CH:6][CH:7]=1. The product is C(C1=CC=CC=C1)N1C(COCC1=O)C(=O)N[C@H](C)C1=CC(=CC=C1)OC (4-Benzyl-N-((R)-1-(3-methoxyphenyl)ethyl)-5-oxomorpholine-3-carboxamide). Procedure: The title compound was prepared by following the similar procedure as described in Intermediate-7 by using 4-benzyl-5-oxomorpholine-3-carboxylic acid (Organic and Bio-Organic Chemistry (1972-1999); (1985); 2577-2580) and (R)-1-(3-methoxyphenyl) ethanamine. m/z 369.2. Reactants: Cl.N[C@@H](CCCCN)C(=O)O (l-lysine hydrochloride). Solvent: O (water), O (water). Yields the product C(CCN)CC(C(=O)O)N (l-lysine base). Isolated yield 70.0%. Reaction SMILES: Cl.[NH2:2][C@H:3]([C:9]([OH:11])=[O:10])[CH2:4][CH2:5][CH2:6][CH2:7][NH2:8]>O>[CH2:5]([CH2:4][CH:3]([NH2:2])[C:9]([OH:11])=[O:10])[CH2:6][CH2:7][NH2:8] |f:0.1|. Procedure details: In 10 ml of water is suspended 1.00 g. of CET. In the meantime, l-lysine hydrochloride is dissolved in water and the solution is passed over a basic ion exchange resin (Amberlite IRA-411 of Rohm and Haas Co., U.S.A.). The aqueous solution of free l-lysine base thus obtained (containing 0.37 g. of l-lysine) is added to the above suspension. The resultant pale-yellowish solution is lyophilized, whereupon a porous solid product is obtained. This product is recrystallized from a solvent mixture of w... Starting materials: CCOC(C)=O, CC(C)(C)C1CCN(CC#Cc2cc(C(F)(F)F)cc(C(F)(F)F)c2)CC1, O=S(=O)(O)CCO. The product is CC(C)(C)C1CCN(CC#Cc2cc(C(F)(F)F)cc(C(F)(F)F)c2)CC1, O=S(=O)(O)CCO. Reaction SMILES: [CH3:35][CH2:36][O:37][C:38](=[O:39])[CH3:40].[F:1][C:2]([c:3]1[cH:4][c:5]([C:13]#[C:14][CH2:15][N:16]2[CH2:17][CH2:18][CH:19]([C:22]([CH3:23])([CH3:24])[CH3:25])[CH2:20][CH2:21]2)[cH:6][c:7]([C:9]([F:10])([F:11])[F:12])[cH:8]1)([F:26])[F:27].[OH:28][CH2:29][CH2:30][S:31]([OH:32])(=[O:33])=[O:34]>>[F:1][C:2]([c:3]1[cH:4][c:5]([C:13]#[C:14][CH2:15][N:16]2[CH2:17][CH2:18][CH:19]([C:22]([CH3:23])([CH3:24])[CH3:25])[CH2:20][CH2:21]2)[cH:6][c:7]([C:9]([F:10])([F:11])[F:12])[cH:8]1)([F:26])[F:27].[OH:28][CH2:29][CH2:30][S:31](=[O:32])(=[O:33])[OH:34]. The reactants are CC1=NSC(=N1)C1=CC=C(C=C1)NC(=S)N ([4-(3-methyl-[1,2,4]thiadiazol-5-yl)-phenyl]-thiourea), BrC1C(C(CCC1)C1=CC=CC=C1)=O (2-bromo-6-phenyl-cyclohexanone). The solvent is C(C)O (ethanol). Product: CC1=NSC(=N1)C1=CC=C(C=C1)NC=1SC2=C(N1)C(CCC2)C2=CC=CC=C2 ([4-(3-Methyl-[1,2,4]thiadiazol-5-yl)-phenyl]-(4-phenyl-4,5,6,7-tetrahydro-benzothiazol-2-yl)-amine). Yield: 9.9%. Reaction SMILES: [CH3:1][C:2]1[N:6]=[C:5]([C:7]2[CH:12]=[CH:11][C:10]([NH:13][C:14]([NH2:16])=[S:15])=[CH:9][CH:8]=2)[S:4][N:3]=1.Br[CH:18]1[CH2:23][CH2:22][CH2:21][CH:20]([C:24]2[CH:29]=[CH:28][CH:27]=[CH:26][CH:25]=2)[C:19]1=O>C(O)C>[CH3:1][C:2]1[N:6]=[C:5]([C:7]2[CH:8]=[CH:9][C:10]([NH:13][C:14]3[S:15][C:26]4[CH2:27][CH2:28][CH2:29][CH:24]([C:20]5[CH:21]=[CH:22][CH:23]=[CH:18][CH:19]=5)[C:25]=4[N:16]=3)=[CH:11][CH:12]=2)[S:4][N:3]=1. Procedure: A solution of [4-(3-methyl-[1,2,4]thiadiazol-5-yl)-phenyl]-thiourea (75 mg, 0.3 mmol) and 2-bromo-6-phenyl-cyclohexanone (84 mg, 0.33 mmol) in ethanol (3 ml) was heated to reflux over night. The precipitated solid, unreacted thiourea, was filtered off after cooling to room temperature and washed with ethanol. The filtrate was evaporated under reduced pressure and the residue was purified on silica gel using heptane/ethyl acetate (4:1 v/v) as the eluent to yield the title compound (12 mg, 10%) as... Reactants: ClC=1C=C(C=CC1)C1(CCCNC12CCCCC2)O (5-(3-Chlorophenyl)-5-hydroxy-1-azaspiro[5.5]undecane). The solvent is S(O)(O)(=O)=O (sulphuric acid). Run at time 2 hour. Yields the product Cl.ClC=1C=C(C=CC1)C1=CCCNC12CCCCC2 (5-(3-chlorophenyl)-1-azaspiro[5.5]undec-4-ene hydrochloride). As a reaction SMILES: [Cl:1][C:2]1[CH:3]=[C:4]([C:8]2(O)[C:13]3([CH2:18][CH2:17][CH2:16][CH2:15][CH2:14]3)[NH:12][CH2:11][CH2:10][CH2:9]2)[CH:5]=[CH:6][CH:7]=1>S(=O)(=O)(O)O>[ClH:1].[Cl:1][C:2]1[CH:3]=[C:4]([C:8]2[C:13]3([CH2:14][CH2:15][CH2:16][CH2:17][CH2:18]3)[NH:12][CH2:11][CH2:10][CH:9]=2)[CH:5]=[CH:6][CH:7]=1 |f:2.3|. Procedure details: 5-(3-Chlorophenyl)-5-hydroxy-1-azaspiro[5.5]undecane (2.5 g, prepared as described in Example D) was dissolved in concentrated sulphuric acid (35 ml) and stirred at ambient temperature for 2 hours. The mixture was then poured cautiously onto ice (100 ml) and the resulting white precipitate was collected by filtration and suspended in ethyl acetate (300 ml). 5M Aqueous sodium hydroxide solution (250 ml) was added and the mixture was stirred at ambient temperature for 15 minutes. The aqueous layer... The reactants are Cl.CN(CCCN=C=NCC)C (1-[3-(dimethylamino)propyl]-3-ethylcarbodiimide hydrochloride), OC1=CC=C(C=CC(=O)O)C=C1 (4-hydroxy cinnamic acid), COC([C@@H](N)CC1=CC=CC=C1)=O (phenylalanine methyl ester), O.ON1N=NC2=C1C=CC=C2 (1-hydroxybenzotriazole hydrate). The solvent is CN(C=O)C (dimethylformamide), C(C)N(CC)CC (triethylamine). Run at time 10 minute. The product is COC(C(CC1=CC=CC=C1)NC(C=CC1=CC=C(C=C1)O)=O)=O (2-[3-(4-hydroxyphenyl)acryloylamino]-3-phenyl propionic acid methyl ester). Yield: 90.7%. RXN SMILES: [OH:1][C:2]1[CH:12]=[CH:11][C:5]([CH:6]=[CH:7][C:8](O)=[O:9])=[CH:4][CH:3]=1.[CH3:13][O:14][C:15](=[O:25])[C@H:16]([CH2:18][C:19]1[CH:24]=[CH:23][CH:22]=[CH:21][CH:20]=1)[NH2:17].O.ON1C2C=CC=CC=2N=N1.Cl.CN(C)CCCN=C=NCC>CN(C)C=O.C(N(CC)CC)C>[CH3:13][O:14][C:15](=[O:25])[CH:16]([NH:17][C:8](=[O:9])[CH:7]=[CH:6][C:5]1[CH:11]=[CH:12][C:2]([OH:1])=[CH:3][CH:4]=1)[CH2:18][C:19]1[CH:24]=[CH:23][CH:22]=[CH:21][CH:20]=1 |f:2.3,4.5|. Reported procedure: 4-hydroxy cinnamic acid (1.0 g, 6.1 mmol), phenylalanine methyl ester (1.2 g, 6.7 mmol) and 1-hydroxybenzotriazole hydrate (1.0 g, 7.4 mmol) were dissolved in dimethylformamide (25 mL). The resulting solution was then placed in a water bath at 0°0 C. and treated with triethylamine (3.5 mL), followed by stirring for 10 minutes. To the resulting mixture, 1-[3-(dimethylamino)propyl]-3-ethylcarbodiimide hydrochloride (1.4 g, 7.4 mmol) was added. After removing the water bath, the mixture was stirred... Reactants: O=c1c2c(ncn2Cc2ccccc2)nc(Cl)n1Cc1ccccc1, NC1CCCCC1O. The product is O=c1c2c(ncn2Cc2ccccc2)nc(NC2CCCCC2O)n1Cc1ccccc1. As a reaction SMILES: [Cl:1][c:2]1[n:3]([CH2:19][c:20]2[cH:21][cH:22][cH:23][cH:24][cH:25]2)[c:4](=[O:18])[c:5]2[n:6]([CH2:11][c:12]3[cH:13][cH:14][cH:15][cH:16][cH:17]3)[cH:7][n:8][c:9]2[n:10]1.[NH2:26][CH:27]1[CH:28]([OH:33])[CH2:29][CH2:30][CH2:31][CH2:32]1>>[c:2]1([NH:26][CH:27]2[CH:28]([OH:33])[CH2:29][CH2:30][CH2:31][CH2:32]2)[n:3]([CH2:19][c:20]2[cH:21][cH:22][cH:23][cH:24][cH:25]2)[c:4](=[O:18])[c:5]2[n:6]([CH2:11][c:12]3[cH:13][cH:14][cH:15][cH:16][cH:17]3)[cH:7][n:8][c:9]2[n:10]1. Run in CCOCC (ether). The reactants are BrC(C(C=C(C)C)O)(Br)Br (1,1,1-Tribromo-4-methyl-3-penten-2-ol), C=C1CC(=O)O1 (diketene). Reagents/catalysts: C(C)(=O)[O-].[Na+] (sodium acetate). Yields the product C(CC(=O)C)(=O)OC(C=C(C)C)C(Br)(Br)Br (3-methyl-1-tribromomethyl-2-butenyl acetoacetate). Procedure: 1,1,1-Tribromo-4-methyl-3-penten-2-ol (6.72 g, 0.02 mole) and anhydrous sodium acetate (0.008 g) were melted together at 90°. The temperature of the mixture was then reduced to 80°, and diketene (about 2.6 ml, 0.022 mole) was added dropwise over a 10 minute period. The resulting mixture was heated at 80° for three additional hours. After cooling, the mixture was diluted with ether, and the ethereal solution was washed with 1 N aqueous hydrochloric acid and then ten times with saturated aqueous s... Yield: 99.1%. As a reaction SMILES: [Br:1][C:2]([Br:10])([Br:9])[CH:3]([OH:8])[CH:4]=[C:5]([CH3:7])[CH3:6].[CH2:11]=[C:12]1[O:16][C:14](=[O:15])[CH2:13]1>CCOCC.C([O-])(=O)C.[Na+]>[C:14]([O:8][CH:3]([C:2]([Br:10])([Br:9])[Br:1])[CH:4]=[C:5]([CH3:7])[CH3:6])(=[O:15])[CH2:13][C:12]([CH3:11])=[O:16] |f:3.4|. The reactants are C(CCCCCC)C1=C(OC(=CC1=O)C)C (3-heptyl-2,6-dimethyl-4H-pyran-4-one), N (ammonia). Yields the product C(CCCCCC)C1=C(NC(=CC1=O)C)C (3-heptyl-2,6-dimethylpyridin-4(1H)-one). As a reaction SMILES: [CH2:1]([C:8]1[C:13](=[O:14])[CH:12]=[C:11]([CH3:15])O[C:9]=1[CH3:16])[CH2:2][CH2:3][CH2:4][CH2:5][CH2:6][CH3:7].[NH3:17]>>[CH2:1]([C:8]1[C:13](=[O:14])[CH:12]=[C:11]([CH3:15])[NH:17][C:9]=1[CH3:16])[CH2:2][CH2:3][CH2:4][CH2:5][CH2:6][CH3:7]. Procedure details: Compound 1 (0.01 g, 30.6 mmol) was heated at 100° C. with aqueous ammonia in a high pressure tube for 18 h. After the mixture was cooled to room temperature, the crude was concentrated under diminished pressure. The residue was purified by chromatography on a silica gel column. Elution with 5:1 ethyl acetate/methanol gave 3-heptyl-2,6-dimethylpyridin-4(1H)-one (3) as a brown solid: yield 0.083 g (81%); silica gel TLC Rf 0.25 (3:1 ethyl acetate/methanol); 1H NMR (CD3OD) δ 0.68-0.71 (m, 3H), 1.09-... Reactants: N(=NC(=O)OC(C)C)C(=O)OC(C)C (diisopropyl azodicarboxylate), C(C=C)OC(=O)O[C@H](C)[C@@H]1[C@@H]2N(C(=C([C@@H]2C)CO)C(=O)OCC=C)C1=O (allyl (1S,5R,6S)-6-[1(R)-allyloxycarbonyloxy-ethyl]-2-hydroxymethyl-1-methyl-carbapen-2-em-3-carboxylate), C1(=CC=CC=C1)P(C1=CC=CC=C1)C1=CC=CC=C1 (triphenylphosphine), C1(=CC=CC=C1)C1=NNS(C2=CC=C(C=C12)CCO[Si](CC)(CC)CC)(=O)=O (4-phenyl-6-(2-triethylsilanyloxy-ethyl)-2H-1-thia-2,3-diaza-naphthalene 1,1-dioxide), O1CCCC1 (tetrahydrofuran). Run in C(Cl)(Cl)Cl (chloroform). Reaction conditions: time 30 minute. Yields the product C(C=C)OC(=O)O[C@H](C)OC(=O)C1=C(C([C@H]2N1C(C2)=O)C)CN2S(C1=CC=C(C=C1C(=N2)C2=CC=CC=C2)CCO[Si](CC)(CC)CC)(=O)=O ((1(R)-allyloxycarbonyloxy-ethyl]-2-[1,1-dioxo-4-phenyl-6-(2-triethylsilanyloxy-ethyl)-2H-1-thia-2,3-diaza-naphthalen-2-ylmethyl]-1-methyl-carbapen-2-em-3-carboxylate). As a reaction SMILES: C(OC(O[C@@H]([C@H:10]1[C:25](=[O:26])[N:12]2[C:13]([C:19]([O:21][CH2:22][CH:23]=C)=[O:20])=[C:14]([CH2:17]O)[C@H:15]([CH3:16])[C@H:11]12)C)=O)C=C.[C:27]1(P(C2C=CC=CC=2)C2C=CC=CC=2)[CH:32]=CC=C[CH:28]=1.[C:46]1([C:52]2[C:61]3[C:56](=[CH:57][CH:58]=[C:59]([CH2:62][CH2:63][O:64][Si:65]([CH2:70][CH3:71])([CH2:68][CH3:69])[CH2:66][CH3:67])[CH:60]=3)[S:55](=[O:73])(=[O:72])[NH:54][N:53]=2)[CH:51]=[CH:50][CH:49]=[CH:48][CH:47]=1.N([C:82]([O:84]C(C)C)=[O:83])=NC(OC(C)C)=O.[O:88]1CCCC1>C(Cl)(Cl)Cl>[CH2:28]([O:83][C:82]([O:84][C@@H:22]([O:21][C:19]([C:13]1[N:12]2[C:25](=[O:26])[CH2:10][C@H:11]2[CH:15]([CH3:16])[C:14]=1[CH2:17][N:54]1[N:53]=[C:52]([C:46]2[CH:47]=[CH:48][CH:49]=[CH:50][CH:51]=2)[C:61]2[C:56](=[CH:57][CH:58]=[C:59]([CH2:62][CH2:63][O:64][Si:65]([CH2:68][CH3:69])([CH2:70][CH3:71])[CH2:66][CH3:67])[CH:60]=2)[S:55]1(=[O:72])=[O:73])=[O:20])[CH3:23])=[O:88])[CH:27]=[CH2:32]. Reported procedure: A solution of allyl (1S,5R,6S)-6-[1(R)-allyloxycarbonyloxy-ethyl]-2-hydroxymethyl-1-methyl-carbapen-2-em-3-carboxylate (365 mg, 1.0 mmol), triphenylphosphine (315 mg, 1.2 mmol), and 4-phenyl-6-(2-triethylsilanyloxy-ethyl)-2H-1-thia-2,3-diaza-naphthalene 1,1-dioxide (458mg, 1.1 mmol) in anhydrous tetrahydrofuran (7 mL) is cooled in an ice-bath and stirred under a nitrogen atmosphere while diisopropyl azodicarboxylate (0.24 mL, 1.2 mmol) is added dropwise over a few minutes. The resulting solution...